describe an organic reaction: reactants, conditions, products, and yield From a dataset of the Open Reaction Database (ORD), a public repository of structured organic reaction records. The reactants are C(CCCCCCC\C=C/C\C=C/CCCCC)(=O)O (linoleic acid), C(CCCCCCC\C=C/C\C=C/C\C=C/CC)(=O)O (α-linolenic acid). Yields the product OC(CCC=CCCCCCCCC(=O)O)CC=CCC (13-hydroxy-9,15-octadecadienoic acid). RXN SMILES: [C:1]([OH:20])(=[O:19])[CH2:2][CH2:3][CH2:4][CH2:5][CH2:6][CH2:7][CH2:8]/[CH:9]=[CH:10]\[CH2:11]/[CH:12]=[CH:13]\[CH2:14][CH2:15][CH2:16][CH2:17][CH3:18].C(O)(=[O:39])CCCCCCC/C=C\C/C=C\C/C=C\CC>>[OH:39][CH:13]([CH2:14][CH:15]=[CH:16][CH2:17][CH3:18])[CH2:12][CH2:11][CH:10]=[CH:9][CH2:8][CH2:7][CH2:6][CH2:5][CH2:4][CH2:3][CH2:2][C:1]([OH:20])=[O:19]. Reported procedure: The same procedure as in Example 2 was repeated, except that linoleic acid was replaced by α-linolenic acid, whereby 13-hydroxy-9,15-octadecadienoic acid was obtained. Reactants: ClC1=NC=CC(=C1)C1=NOC(=N1)C1CN(CC(C1)C1=CC=C(C=C1)OC(F)(F)F)C(=O)N1CCOCC1 (4-({3-[3-(2-Chloropyridin-4-yl)-1,2,4-oxadiazol-5-yl]-5-[4-(trifluoromethoxy)phenyl]piperidin-1-yl}carbonyl)morpholine). Run in COCCN (2-methoxyethylamine). Yields the product COCCNC1=NC=CC(=C1)C1=NOC(=N1)C1CN(CC(C1)C1=CC=C(C=C1)OC(F)(F)F)C(=O)N1CCOCC1 (N-(2-Methoxyethyl)-4-(5-{1-(morpholin-4-ylcarbonyl)-5-[4-(trifluoromethoxy)phenyl]piperidin-3-yl}-1,2,4-oxadiazol-3-yl)pyridine-2-amine). Reaction SMILES: Cl[C:2]1[CH:7]=[C:6]([C:8]2[N:12]=[C:11]([CH:13]3[CH2:18][CH:17]([C:19]4[CH:24]=[CH:23][C:22]([O:25][C:26]([F:29])([F:28])[F:27])=[CH:21][CH:20]=4)[CH2:16][N:15]([C:30]([N:32]4[CH2:37][CH2:36][O:35][CH2:34][CH2:33]4)=[O:31])[CH2:14]3)[O:10][N:9]=2)[CH:5]=[CH:4][N:3]=1>COCCN>[CH3:36][O:35][CH2:34][CH2:33][NH:32][C:2]1[CH:7]=[C:6]([C:8]2[N:12]=[C:11]([CH:13]3[CH2:18][CH:17]([C:19]4[CH:20]=[CH:21][C:22]([O:25][C:26]([F:27])([F:28])[F:29])=[CH:23][CH:24]=4)[CH2:16][N:15]([C:30]([N:32]4[CH2:33][CH2:34][O:35][CH2:36][CH2:37]4)=[O:31])[CH2:14]3)[O:10][N:9]=2)[CH:5]=[CH:4][N:3]=1. Procedure: 69 mg (0.13 mmol) of 4-({3-[3-(2-chloropyridin-4-yl)-1,2,4-oxadiazol-5-yl]-5-[4-(trifluoromethoxy)phenyl]piperidin-1-yl}carbonyl)morpholine (Example 88) were reacted in 1.2 ml of 2-methoxyethylamine according to the General Method 3. Yield: 31 mg (43% of theory) The reactants are C(C1=CC=CC=C1)(=O)OOC(C1=CC=CC=C1)=O (dibenzoyl peroxide), FC(C=1C=C(C=CC1C(F)(F)F)CNC(CC(=O)NCC1=CC(=C(C=C1)C(F)(F)F)C(F)(F)F)=O)(F)F (N,N'-bis-[3,4-bis-(trifluoromethyl)phenyl]methylmalonamide), [H-].[Na+] (sodium hydride). Run in CN(C=O)C (dimethylformamide), CN(C=O)C (dimethylformamide), CN(C=O)C (dimethylformamide). Run at time 16 hour. Yields the product FC(C=1C=C(C=CC1C(F)(F)F)CNC(C(O)C(=O)NCC1=CC(=C(C=C1)C(F)(F)F)C(F)(F)F)=O)(F)F (N,N'-BIS-[3,4-BIS-(TRIFLUOROMETHYL)PHENYL]METHYLTARTRONAMIDE). Reaction SMILES: [H-].[Na+].[F:3][C:4]([F:39])([F:38])[C:5]1[CH:6]=[C:7]([CH2:15][NH:16][C:17](=[O:37])[CH2:18][C:19]([NH:21][CH2:22][C:23]2[CH:28]=[CH:27][C:26]([C:29]([F:32])([F:31])[F:30])=[C:25]([C:33]([F:36])([F:35])[F:34])[CH:24]=2)=[O:20])[CH:8]=[CH:9][C:10]=1[C:11]([F:14])([F:13])[F:12].C(OOC(=O)C1C=CC=CC=1)(=[O:47])C1C=CC=CC=1>CN(C)C=O>[F:3][C:4]([F:38])([F:39])[C:5]1[CH:6]=[C:7]([CH2:15][NH:16][C:17](=[O:37])[CH:18]([C:19]([NH:21][CH2:22][C:23]2[CH:28]=[CH:27][C:26]([C:29]([F:32])([F:31])[F:30])=[C:25]([C:33]([F:34])([F:36])[F:35])[CH:24]=2)=[O:20])[OH:47])[CH:8]=[CH:9][C:10]=1[C:11]([F:14])([F:13])[F:12] |f:0.1|. Reported procedure: To a stirred suspension of 0.515 g of sodium hydride (57% in mineral oil) in 10 ml of dry dimethylformamide, under a nitrogen atmosphere, add dropwise a solution of 6.0 g N,N'-bis-[3,4-bis-(trifluoromethyl)phenyl]methylmalonamide dissolved in 35 ml of dry dimethylformamide. Upon cessation of gas evolution, cool the resulting orange solution to about 0°-5° C. and add dropwise a solution of 2.8 g dibenzoyl peroxide in 30 ml of dry dimethylformamide. Stir the resulting white suspension for 16 hours... Reactants: N#Cc1ccc2oc(CCc3ccc(C(=O)O)cc3)cc2c1, C(=NC1CCCCC1)=NC1CCCCC1, ClCCl, On1nnc2ccccc21. Yields the product N#Cc1ccc2oc(CCc3ccc(C(=O)On4nnc5ccccc54)cc3)cc2c1. Reaction SMILES: [C:1](#[N:2])[c:3]1[cH:4][cH:5][c:6]2[c:7]([cH:8][c:9]([CH2:11][CH2:12][c:13]3[cH:14][cH:15][c:16]([C:17](=[O:18])[OH:19])[cH:20][cH:21]3)[o:10]2)[cH:22]1.[CH2:33]1[CH2:34][CH2:35][CH:36]([N:37]=[C:38]=[N:39][CH:40]2[CH2:41][CH2:42][CH2:43][CH2:44][CH2:45]2)[CH2:46][CH2:47]1.[Cl:48][CH2:49][Cl:50].[OH:23][n:24]1[n:25][n:26][c:27]2[c:28]1[cH:29][cH:30][cH:31][cH:32]2>>[C:1](#[N:2])[c:3]1[cH:4][cH:5][c:6]2[c:7]([cH:8][c:9]([CH2:11][CH2:12][c:13]3[cH:14][cH:15][c:16]([C:17]([O:18][n:24]4[n:25][n:26][c:27]5[c:28]4[cH:29][cH:30][cH:31][cH:32]5)=[O:19])[cH:20][cH:21]3)[o:10]2)[cH:22]1. Reactants: CO, O=C(Cl)c1cccc(S(=O)(=O)Cl)c1, ClCCl, c1ccncc1. Product: COC(=O)c1cccc(S(=O)(=O)Cl)c1. As a reaction SMILES: [CH3:20][OH:21].[Cl:1][S:2](=[O:3])(=[O:4])[c:5]1[cH:6][c:7]([C:8](=[O:9])[Cl:10])[cH:11][cH:12][cH:13]1.[Cl:22][CH2:23][Cl:24].[cH:14]1[cH:15][cH:16][n:17][cH:18][cH:19]1>>[Cl:1][S:2](=[O:3])(=[O:4])[c:5]1[cH:6][c:7]([C:8](=[O:9])[O:21][CH3:20])[cH:11][cH:12][cH:13]1. Reactants: [Mg] (magnesium), R-3,7-dimethyl-1-octyl magnesium bromide, C1(=CC=C(C=C1)S(=O)(=O)OC[C@H](COC(C)(C)C)C)C ((S)-(+)-3-tert. butoxy-2-methyl-1-propyl p-toluenesulfonate), OS(=O)(=O)O (H2SO4), II (iodine crystals), BrCC[C@@H](CCCC(C)C)C ((R)-(-)-1-bromo-3,7-dimethyloctane), Li2CuCl4. Run in O1CCCC1 (tetrahydrofuran), O1CCCC1 (tetrahydrofuran), O1CCCC1 (tetrahydrofuran), O1CCCC1 (tetrahydrofuran). Conditions: time 18 hour. The product is C(C)(C)(C)OC[C@@H](CCC[C@@H](CCCC(C)C)C)C ((2R,6R)-(+)-1-tert. Butoxy-2,6,10-trimethylundecane). RXN SMILES: [Mg].II.Br[CH2:5][CH2:6][C@H:7]([CH3:14])[CH2:8][CH2:9][CH2:10][CH:11]([CH3:13])[CH3:12].C1(C)C=CC(S(O[CH2:25][C@@H:26]([CH3:33])[CH2:27][O:28][C:29]([CH3:32])([CH3:31])[CH3:30])(=O)=O)=CC=1.OS(O)(=O)=O>O1CCCC1>[C:29]([O:28][CH2:27][C@H:26]([CH3:33])[CH2:25][CH2:5][CH2:6][C@H:7]([CH3:14])[CH2:8][CH2:9][CH2:10][CH:11]([CH3:13])[CH3:12])([CH3:32])([CH3:31])[CH3:30]. Procedure: A mixture of 2.33 g. (0.097 mole) of powdered magnesium and a few iodine crystals in 23 ml. of dry tetrahydrofuran was stirred at reflux temperature while a solution of 17.9 g. (0.08 mole) of (R)-(-)-1-bromo-3,7-dimethyloctane in 51 ml. of dry tetrahydrofuran was added dropwise over 1 hour. The mixture was stirred at reflux for an additional 1 hour then cooled to room temperature. To a solution of 19.5 g. (0.065 mole) of (S)-(+)-3-tert. butoxy-2-methyl-1-propyl p-toluenesulfonate in 56 ml. of dr... Reactants: BrCC1=C(C=CC=C1)CF (1-(bromomethyl)-2-(fluoromethyl)benzene), 5,6-dihydrospiro[benzo[1,2-b:5,4-b′]difuran-3,3′-indol]-2″(1′H)-one, BrCC1OCCCC1 (2-(bromomethyl)tetrahydro-2H-pyran), N1C(C2(C3=CC=CC=C13)COC1=CC3=C(OCCO3)C=C12)=O (2,3-dihydrospiro[furo[2,3-g][1,4]benzodioxine-8,3′-indol]-2′(1′H)-one). The product is FCC1=C(CC2C(C3(C4=CC=CC=C24)COC2=CC4=C(OCCO4)C=C23)=O)C=CC=C1 (3′-[2-(fluoromethyl)benzyl]-2,3-dihydrospiro[furo[2,3-g][1,4]benzodioxine-8,1′-inden]-2′(3′H)-one). RXN SMILES: Br[CH2:2][C:3]1[CH:8]=[CH:7][CH:6]=[CH:5][C:4]=1[CH2:9][F:10].Br[CH2:12]C1CCCCO1.N1[C:27]2[C:22](=[CH:23][CH:24]=[CH:25][CH:26]=2)[C:21]2([C:39]3[C:30](=[CH:31][C:32]4[O:37][CH2:36][CH2:35][O:34][C:33]=4[CH:38]=3)[O:29][CH2:28]2)[C:20]1=[O:40]>>[F:10][CH2:9][C:4]1[CH:5]=[CH:6][CH:7]=[CH:8][C:3]=1[CH2:2][CH:12]1[C:27]2[C:22](=[CH:23][CH:24]=[CH:25][CH:26]=2)[C:21]2([C:39]3[C:30](=[CH:31][C:32]4[O:37][CH2:36][CH2:35][O:34][C:33]=4[CH:38]=3)[O:29][CH2:28]2)[C:20]1=[O:40]. Procedure: Following the procedure as described in EXAMPLE 4 and making non-critical variations using 1-(bromomethyl)-2-(fluoromethyl)benzene (Kirmse, W. et al. J. Org. Chem. (1994), 59(14):3821-3829) to replace 2-(bromomethyl)tetrahydro-2H-pyran, and 2,3-dihydrospiro[furo[2,3-g][1,4]benzodioxine-8,3′-indol]-2′(1′H)-one to replace 5,6-dihydrospiro[benzo[1,2-b:5,4-b′]difuran-3,3′-indol]-2″(1′H)-one, 3′-[2-(fluoromethyl)benzyl]-2,3-dihydrospiro[furo[2,3-g][1,4]benzodioxine-8,1′-inden]-2′(3′H)-one was obtaine...